This data is from the Open Reaction Database (ORD), a public repository of structured organic reaction records. The task is: describe an organic reaction: reactants, conditions, products, and yield The reactants are C=O (paraformaldehyde), C1(CCCCC1)C1C(CCCC1)O (2-cyclohexylcyclohexanol), Cl (hydrogen chloride), resultant solution, C=O (paraformaldehyde), Cl (hydrogen chloride). The solvent is C(Cl)(Cl)Cl (chloroform). Reaction conditions: temperature 2.5 celsius. Yields the product ClCOC1C(CCCC1)C1CCCCC1 (chloromethyl(2-cyclohexylcyclohexyl)ether). Reaction SMILES: [CH:1]1([CH:7]2[CH2:12][CH2:11][CH2:10][CH2:9][CH:8]2O)[CH2:6][CH2:5][CH2:4][CH2:3][CH2:2]1.[CH2:14]=[O:15].[ClH:16]>C(Cl)(Cl)Cl>[Cl:16][CH2:14][O:15][CH:12]1[CH2:11][CH2:10][CH2:9][CH2:8][CH:7]1[CH:1]1[CH2:2][CH2:3][CH2:4][CH2:5][CH2:6]1. Procedure details: A 500 ml reactor made of glass was substituted by nitrogen, 46.6 g of 2-cyclohexylcyclohexanol and 200 ml of dehydrated chloroform were charged therein, and the resultant solution was stirred by a stirrer, and then 7.70 g of paraformaldehyde was added therein at the time of complete dissolution. Next, the reactor was cooled to 0 to 5° C. by ice bath, and hydrogen chloride was introduced into the solution by a bubbler. When a suspension of the solution caused by paraformaldehyde became clear and ...